Dataset: the Open Reaction Database (ORD), a public repository of structured organic reaction records. Task: describe an organic reaction: reactants, conditions, products, and yield The reactants are CC(C)(C)[Si](C)(C)OCCc1csc(C=O)c1, CC(C)(C)[Si](C)(C)OCCc1ccsc1C=O, CC(=O)O[BH-](OC(C)=O)OC(C)=O, CC(=O)O, CN1CCCC1=O, O=C(O)C(F)(F)F, CC(C)c1nc(C(=O)N2CC(F)(F)OC3(CCNCC3)C2)cs1, [Na+], O. Product: CC(C)c1nc(C(=O)N2CC(F)(F)OC3(CCN(Cc4cc(CCO[Si](C)(C)C(C)(C)C)cs4)CC3)C2)cs1. RXN SMILES: [C:31]([CH3:32])([CH3:33])([CH3:34])[Si:35]([O:36][CH2:37][CH2:38][c:39]1[cH:40][c:41]([CH:44]=[O:45])[s:42][cH:43]1)([CH3:46])[CH3:47].[C:48]([Si:49]([CH3:50])([CH3:51])[O:52][CH2:53][CH2:54][c:55]1[cH:56][cH:57][s:58][c:59]1[CH:60]=[O:61])([CH3:62])([CH3:63])[CH3:64].[C:65]([O:66][BH-:67]([O:68][C:69](=[O:70])[CH3:71])[O:72][C:73](=[O:74])[CH3:75])(=[O:76])[CH3:77].[C:87]([OH:88])(=[O:89])[CH3:90].[CH3:79][N:80]1[CH2:81][CH2:82][CH2:83][C:84]1=[O:85].[F:1][C:2]([F:3])([F:4])[C:5]([OH:6])=[O:7].[F:8][C:9]1([F:30])[O:10][C:11]2([CH2:12][N:13]([C:15](=[O:16])[c:17]3[n:18][c:19]([CH:22]([CH3:23])[CH3:24])[s:20][cH:21]3)[CH2:14]1)[CH2:25][CH2:26][NH:27][CH2:28][CH2:29]2.[Na+:78].[OH2:86]>>[F:8][C:9]1([F:30])[O:10][C:11]2([CH2:12][N:13]([C:15](=[O:16])[c:17]3[n:18][c:19]([CH:22]([CH3:23])[CH3:24])[s:20][cH:21]3)[CH2:14]1)[CH2:25][CH2:26][N:27]([CH2:44][c:41]1[cH:40][c:39]([CH2:38][CH2:37][O:36][Si:35]([C:31]([CH3:32])([CH3:33])[CH3:34])([CH3:46])[CH3:47])[cH:43][s:42]1)[CH2:28][CH2:29]2. Reactants: BrCCCCCCCCCCCCO (12-bromo-1-dodecanol), CC(=O)C.OS(=O)(=O)O.O=[Cr](=O)=O (Jones' reagent). Product: BrCCCCCCCCCCCC(=O)O (12-bromo-1-dodecanoic acid). Reaction SMILES: [Br:1][CH2:2][CH2:3][CH2:4][CH2:5][CH2:6][CH2:7][CH2:8][CH2:9][CH2:10][CH2:11][CH2:12][CH2:13][OH:14].CC(C)=[O:17].OS(O)(=O)=O.O=[Cr](=O)=O>>[Br:1][CH2:2][CH2:3][CH2:4][CH2:5][CH2:6][CH2:7][CH2:8][CH2:9][CH2:10][CH2:11][CH2:12][C:13]([OH:17])=[O:14] |f:1.2.3|. Procedure details: To this end, 12-bromo-1-dodecanol is oxidized with Jones' reagent to form 12-bromo-1-dodecanoic acid. Then the white solid acid is esterified with diazomethane to form the corresponding methyl ester. The methyl ester is treated directly with imidazole and reacted at 80° C. for five hours until it forms 12-imidazolyl-1-dodecanoic acid methyl ester. The thick mass, which is obtained in this way, is split between water and dichloromethane; and the organic phase is dried over Na2SO4 and concentrated...